Dataset: the Open Reaction Database (ORD), a public repository of structured organic reaction records. Task: describe an organic reaction: reactants, conditions, products, and yield Starting materials: hydrochloride salt, ClC=1C=C2C(=C(C(C3(CCNCC3)C2=CC1)=O)C(=O)NCC(=O)OC)O (methyl N-((6-chloro-4-hydroxy-2-oxo-spiro[naphthalene-1,4′-piperidin]-3-yl)carbonyl)glycinate), CCN(C(C)C)C(C)C (Hunig's base), C(C1=CC=CC=C1)(=O)O (benzoic acid), CCN=C=NCCCN(C)C.Cl (N-(3-dimethylaminopropyl)-n′-ethylcarbodiimide hydrochloride). The solvent is CCOC(=O)C (EtOAc), CN(C)C=O.CS(=O)C (DMF DMSO), CN(C)C=O (DMF). Reaction conditions: temperature 60 celsius, time 8 hour. Product: ClC=1C=C2C(=C(C(C3(CCN(CC3)C(=O)C3=CC=CC=C3)C2=CC1)=O)C(=O)NCC(=O)OC)O (methyl N-((6-chloro-4-hydroxy-2-oxo-1′-(phenylcarbonyl)-spiro[naphthalene-1,4′-piperidin]-3-yl)carbonyl)glycinate). As a reaction SMILES: [Cl:1][C:2]1[CH:3]=[C:4]2[C:14](=[CH:15][CH:16]=1)[C:8]1([CH2:13][CH2:12][NH:11][CH2:10][CH2:9]1)[C:7](=[O:17])[C:6]([C:18]([NH:20][CH2:21][C:22]([O:24][CH3:25])=[O:23])=[O:19])=[C:5]2[OH:26].CCN(C(C)C)C(C)C.[C:36](O)(=[O:43])[C:37]1[CH:42]=[CH:41][CH:40]=[CH:39][CH:38]=1.CCN=C=NCCCN(C)C.Cl>CN(C=O)C.CS(C)=O.CN(C=O)C.CCOC(C)=O>[Cl:1][C:2]1[CH:3]=[C:4]2[C:14](=[CH:15][CH:16]=1)[C:8]1([CH2:9][CH2:10][N:11]([C:36]([C:37]3[CH:42]=[CH:41][CH:40]=[CH:39][CH:38]=3)=[O:43])[CH2:12][CH2:13]1)[C:7](=[O:17])[C:6]([C:18]([NH:20][CH2:21][C:22]([O:24][CH3:25])=[O:23])=[O:19])=[C:5]2[OH:26] |f:3.4,5.6|. Procedure: A solution of the hydrochloride salt of methyl N-((6-chloro-4-hydroxy-2-oxo-spiro[naphthalene-1,4′-piperidin]-3-yl)carbonyl)glycinate (0.050 g, 0.12 mmol) and Hunig's base (0.024 mL, 0.14 mmol) in DMF/DMSO (2:1, 1.5 mL) was stirred at 25° C. for 5 minutes. A mixture of benzoic acid (0.067 g, 0.54 mmol) and N-(3-dimethylaminopropyl)-n′-ethylcarbodiimide hydrochloride (0.13 g, 0.65 mmol) in DMF (1 mL) was added. The mixture was stirred at 60° C. for 8 hours. The solution was diluted with EtOAc (20... The reactants are N(=[N+]=[N-])C=1C=C(C=CC1O)CC(=O)O (3-azido-4-hydroxybenzeneacetic acid), NC1(C2SCC(=C(N2C1=O)C(=O)O)CSC=1SC(=NN1)C)OC (7-amino-7-methoxy-3-[[(5-methyl-1,3,4-thiadiazol-2-yl)thio]methyl]-8-oxo-5-thia-1-azabicyclo[4.2.0]oct-2-ene-2-carboxylic acid). Product: N(=[N+]=[N-])C=1C=C(C=CC1O)CC(=O)NC1(C2SCC(=C(N2C1=O)C(=O)O)CSC=1SC(=NN1)C)OC (7-[[[3-Azido-4-hydroxyphenyl]acetyl]amino]-7-methoxy-3-[[(5-methyl-1,3,4-thiadiazol-2-yl)thio]methyl]-8-oxo-5-thia-1-azabicyclo[4.2.0]oct-2-ene-2-carboxylic acid). Reaction SMILES: [N:1]([C:4]1[CH:5]=[C:6]([CH2:11][C:12]([OH:14])=O)[CH:7]=[CH:8][C:9]=1[OH:10])=[N+:2]=[N-:3].[NH2:15][C:16]1([O:36][CH3:37])[C:23](=[O:24])[N:22]2[CH:17]1[S:18][CH2:19][C:20]([CH2:28][S:29][C:30]1[S:31][C:32]([CH3:35])=[N:33][N:34]=1)=[C:21]2[C:25]([OH:27])=[O:26]>>[N:1]([C:4]1[CH:5]=[C:6]([CH2:11][C:12]([NH:15][C:16]2([O:36][CH3:37])[C:23](=[O:24])[N:22]3[CH:17]2[S:18][CH2:19][C:20]([CH2:28][S:29][C:30]2[S:31][C:32]([CH3:35])=[N:33][N:34]=2)=[C:21]3[C:25]([OH:27])=[O:26])=[O:14])[CH:7]=[CH:8][C:9]=1[OH:10])=[N+:2]=[N-:3]. Procedure: The title compound is prepared when 3-azido-4-hydroxybenzeneacetic acid is reacted with 7-amino-7-methoxy-3-[[(5-methyl-1,3,4-thiadiazol-2-yl)thio]methyl]-8-oxo-5-thia-1-azabicyclo[4.2.0]oct-2-ene-2-carboxylic acid according to Procedure V.